This data is from the Open Reaction Database (ORD), a public repository of structured organic reaction records. The task is: describe an organic reaction: reactants, conditions, products, and yield Reactants: FC(OC=1C(=C(C(=O)C(C(=O)OCC)=COCC)C(=C(C1F)F)[N+](=O)[O-])F)F (ethyl 2-(3-difluoromethoxy-2,4,5-trifluoro-6-nitrobenzoyl)-3-ethoxyacrylate), ( XVI ), C1(CC1)N (cyclopropylamine). Run in C(Cl)Cl (methylene chloride). Reaction conditions: time 1 hour. Yields the product C1(CC1)NC=C(C(=O)OCC)C(C1=C(C(=C(C(=C1[N+](=O)[O-])F)F)OC(F)F)F)=O (ethyl 3-cyclopropylamino-2-(3-difluoromethoxy-2,4,5-trifluoro-6-nitrobenzoyl)acrylate). As a reaction SMILES: [F:1][CH:2]([F:28])[O:3][C:4]1[C:5]([F:27])=[C:6]([C:19]([N+:24]([O-:26])=[O:25])=[C:20]([F:23])[C:21]=1[F:22])[C:7]([C:9](=[CH:15]OCC)[C:10]([O:12][CH2:13][CH3:14])=[O:11])=[O:8].[CH:29]1([NH2:32])[CH2:31][CH2:30]1>C(Cl)Cl>[CH:29]1([NH:32][CH:15]=[C:9]([C:7](=[O:8])[C:6]2[C:19]([N+:24]([O-:26])=[O:25])=[C:20]([F:23])[C:21]([F:22])=[C:4]([O:3][CH:2]([F:28])[F:1])[C:5]=2[F:27])[C:10]([O:12][CH2:13][CH3:14])=[O:11])[CH2:31][CH2:30]1. Procedure: The whole of the ethyl 2-(3-difluoromethoxy-2,4,5-trifluoro-6-nitrobenzoyl)-3-ethoxyacrylate [(XVI), R1 =--OCHF2, R3' =NO2, R17 =C2H5, X=X'=F]obtained as described in step (c) above was dissolved in 500 ml of methylene chloride, and 3.5 g (0.06 moles) of cyclopropylamine were added dropwise to the resulting solution, whilst stirring and ice-cooling. The mixture was then stirred for 1 hour, whilst ice-cooling, and then for an additional 1 hour at room temperature, after which the solvent was remo...